From a dataset of the Open Reaction Database (ORD), a public repository of structured organic reaction records. describe an organic reaction: reactants, conditions, products, and yield Starting materials: O=C([O-])[O-], CN(C)C=O, O=C(CCCCl)NC1c2ccccc2CSc2ccccc21, Fc1ccc(N2CCNCC2)cc1, [I-], [K+], [K+], [Na+]. The product is O=C(CCCN1CCN(c2ccc(F)cc2)CC1)NC1c2ccccc2CSc2ccccc21. Reaction SMILES: [C:38](=[O:39])([O-:40])[O-:41].[CH3:44][N:45]([CH3:46])[CH:47]=[O:48].[Cl:1][CH2:2][CH2:3][CH2:4][C:5](=[O:6])[NH:7][CH:8]1[c:9]2[c:10]([cH:19][cH:20][cH:21][cH:22]2)[S:11][CH2:12][c:13]2[c:14]1[cH:15][cH:16][cH:17][cH:18]2.[F:23][c:24]1[cH:25][cH:26][c:27]([N:30]2[CH2:31][CH2:32][NH:33][CH2:34][CH2:35]2)[cH:28][cH:29]1.[I-:37].[K+:42].[K+:43].[Na+:36]>>[CH2:2]([CH2:3][CH2:4][C:5](=[O:6])[NH:7][CH:8]1[c:9]2[c:10]([cH:19][cH:20][cH:21][cH:22]2)[S:11][CH2:12][c:13]2[c:14]1[cH:15][cH:16][cH:17][cH:18]2)[N:33]1[CH2:32][CH2:31][N:30]([c:27]2[cH:26][cH:25][c:24]([F:23])[cH:29][cH:28]2)[CH2:35][CH2:34]1. Reactants: COc1ccc(Cn2nc(C)c3cc(Br)ccc32)cc1, CCOC(C)=O, CN1CCCC1=O, N#C[Na], Br[Ni]Br. Yields the product COc1ccc(Cn2nc(C)c3cc(C#N)ccc32)cc1. As a reaction SMILES: [Br:1][c:2]1[cH:3][c:4]2[c:5]([CH3:20])[n:6][n:7]([CH2:11][c:12]3[cH:13][cH:14][c:15]([O:18][CH3:19])[cH:16][cH:17]3)[c:8]2[cH:9][cH:10]1.[CH3:24][CH2:25][O:26][C:27](=[O:28])[CH3:29].[CH3:30][N:31]1[CH2:32][CH2:33][CH2:34][C:35]1=[O:36].[Na:21][C:22]#[N:23].[Ni:37]([Br:38])[Br:39]>>[c:2]1([C:22]#[N:23])[cH:3][c:4]2[c:5]([CH3:20])[n:6][n:7]([CH2:11][c:12]3[cH:13][cH:14][c:15]([O:18][CH3:19])[cH:16][cH:17]3)[c:8]2[cH:9][cH:10]1.